Dataset: the Open Reaction Database (ORD), a public repository of structured organic reaction records. Task: describe an organic reaction: reactants, conditions, products, and yield Reactants: O=C1C=2C=CC(=CC2CCC1)NS(=O)(=O)C1=CC=CC=C1 (N-(5-oxo-5,6,7,8-tetrahydro-naphthalen-2-yl)-benzenesulfonamide), C[Si](C)(C)C#N (trimethylsilyl cyanide). The reagents and catalysts are [I-].[Zn+2].[I-] (Zinc Iodide). Run in CCOCC (Et2O). Reaction conditions: time 15 hour. Yields the product C(#N)C=1C=2C=CC(=CC2CCC1)NS(=O)(=O)C1=CC=CC=C1 (N-(5-Cyano-7,8-dihydro-naphthalen-2-yl)-bezenesulfonamide). The yield is 43.6%. Reaction SMILES: O=[C:2]1[CH2:11][CH2:10][CH2:9][C:8]2[CH:7]=[C:6]([NH:12][S:13]([C:16]3[CH:21]=[CH:20][CH:19]=[CH:18][CH:17]=3)(=[O:15])=[O:14])[CH:5]=[CH:4][C:3]1=2.C[Si]([C:26]#[N:27])(C)C>[I-].[Zn+2].[I-].CCOCC>[C:26]([C:2]1[C:3]2[CH:4]=[CH:5][C:6]([NH:12][S:13]([C:16]3[CH:21]=[CH:20][CH:19]=[CH:18][CH:17]=3)(=[O:15])=[O:14])=[CH:7][C:8]=2[CH2:9][CH2:10][CH:11]=1)#[N:27] |f:2.3.4|. Procedure details: N-(5-oxo-5,6,7,8-tetrahydro-naphthalen-2-yl)-benzenesulfonamide (4.21 g, 14 mmol), trimethylsilyl cyanide (10.0 g, 100 mmol) and Zinc Iodide (0.25 g) were combined and stirred under nitrogen for 15 hours. The reaction mixture was then diluted by addition of 200 mL of Et2O, washed with cold water, and the organic layer was dried (MgSO4) and evaporated under reduced pressure to an oil. The oil was dissolved in 250 mL of toluene, and 0.5 g of paratoluene sulfonic acid was added. The reaction mixtur... Starting materials: ice, ClC1=C(C(=CC(=C1)OC1=CC(=C(C=C1)[N+](=O)[O-])OC1=CC=C(C=C1)OC)F)C(F)(F)F (4-[(2-chloro-α,α,α,6-tetrafluoro-p-tolyl)oxy]-2-(p-methoxyphenoxy)-1-nitrobenzene), B(Br)(Br)Br (boron tribromide), solution. The solvent is C(Cl)Cl (methylene chloride), C(Cl)Cl (methylene chloride). Conditions: temperature -78 celsius, time 2 hour. The product is ClC1=C(C(=CC(=C1)OC=1C=CC(=C(OC2=CC=C(C=C2)O)C1)[N+](=O)[O-])F)C(F)(F)F (p-{5-[(2-Chloro-α,α,α,6-tetrafluoro-p-tolyl)oxy]-2-nitrophenoxy}phenol). The yield is 62.6%. As a reaction SMILES: [Cl:1][C:2]1[CH:7]=[C:6]([O:8][C:9]2[CH:14]=[CH:13][C:12]([N+:15]([O-:17])=[O:16])=[C:11]([O:18][C:19]3[CH:24]=[CH:23][C:22]([O:25]C)=[CH:21][CH:20]=3)[CH:10]=2)[CH:5]=[C:4]([F:27])[C:3]=1[C:28]([F:31])([F:30])[F:29].B(Br)(Br)Br>C(Cl)Cl>[Cl:1][C:2]1[CH:7]=[C:6]([O:8][C:9]2[CH:14]=[CH:13][C:12]([N+:15]([O-:17])=[O:16])=[C:11]([CH:10]=2)[O:18][C:19]2[CH:20]=[CH:21][C:22]([OH:25])=[CH:23][CH:24]=2)[CH:5]=[C:4]([F:27])[C:3]=1[C:28]([F:31])([F:29])[F:30]. Procedure: A solution of 4-[(2-chloro-α,α,α,6-tetrafluoro-p-tolyl)oxy]-2-(p-methoxyphenoxy)-1-nitrobenzene (12.4 g, 0.027 mol) in methylene chloride is cooled to -78° C., treated with boron tribromide (68 mL of a 1M solution in methylene chloride, 0.068 mol), stirred at -78° C. for two hours, warmed to room temperature and poured onto cracked ice. After the ice has melted, the phases are separated and the aqueous phase is extracted with methylene chloride. The organic phase is combined with the organic ext... The reactants are FC(C1=C(CN2CC(CC2)\C=C/2\C(=NC(S2)=O)NCC#C)C=CC(=C1)C(F)(F)F)(F)F ((5Z)-5-({1-[2,4-bis(trifluoromethyl)benzyl]pyrrolidin-3-yl}methylidene)-4-(prop-2-yn-1-ylamino)-1,3-thiazol-2(5H)-one), C(\C=C/C(=O)O)(=O)O (maleic acid). Run in C(C)O (ethanol). Run at temperature 80 celsius, time 20 minute. Product: C(\C=C/C(=O)O)(=O)O.FC(C1=C(CN2CC(CC2)\C=C/2\C(=NC(S2)=O)NCC#C)C=CC(=C1)C(F)(F)F)(F)F ((5Z)-5-({1-[2,4-bis(trifluoromethyl)benzyl]pyrrolidin-3-yl}methylidene)-4-(prop-2-yn-1-ylamino)-1,3-thiazol-2(5H)-one maleate). The yield is 86.4%. Reaction SMILES: [F:1][C:2]([F:31])([F:30])[C:3]1[CH:25]=[C:24]([C:26]([F:29])([F:28])[F:27])[CH:23]=[CH:22][C:4]=1[CH2:5][N:6]1[CH2:10][CH2:9][CH:8](/[CH:11]=[C:12]2/[C:13]([NH:18][CH2:19][C:20]#[CH:21])=[N:14][C:15](=[O:17])[S:16]/2)[CH2:7]1.[C:32]([OH:39])(=[O:38])/[CH:33]=[CH:34]\[C:35]([OH:37])=[O:36]>C(O)C>[C:32]([OH:39])(=[O:38])/[CH:33]=[CH:34]\[C:35]([OH:37])=[O:36].[F:31][C:2]([F:1])([F:30])[C:3]1[CH:25]=[C:24]([C:26]([F:28])([F:29])[F:27])[CH:23]=[CH:22][C:4]=1[CH2:5][N:6]1[CH2:10][CH2:9][CH:8](/[CH:11]=[C:12]2/[C:13]([NH:18][CH2:19][C:20]#[CH:21])=[N:14][C:15](=[O:17])[S:16]/2)[CH2:7]1 |f:3.4|. Procedure details: To a solution of (5Z)-5-({1-[2,4-bis(trifluoromethyl)benzyl]pyrrolidin-3-yl}methylidene)-4-(prop-2-yn-1-ylamino)-1,3-thiazol-2(5H)-one (740 mg) in ethanol (10 mL) was added maleic acid (186 mg). The reaction mixture was stirred at 80° C. for 20 min, the solvent was evaporated under reduced pressure, and the residue was recrystallized from ethanol/heptane to give the title compound (800 mg). Reactants: CCOC(=O)N1C(=O)C2(c3ccc(Cl)cc31)C(c1cccc(Cl)c1)CC(=O)NC2c1ccccc1Cl, CO, [Na+], [OH-]. The product is O=C1CC(c2cccc(Cl)c2)C2(C(=O)Nc3cc(Cl)ccc32)C(c2ccccc2Cl)N1. As a reaction SMILES: [CH2:1]([O:2][C:3](=[O:4])[N:6]1[C:7](=[O:36])[C:8]2([c:9]3[cH:10][cH:11][c:12]([Cl:15])[cH:13][c:14]31)[CH:16]([c:29]1[c:30]([Cl:35])[cH:31][cH:32][cH:33][cH:34]1)[NH:17][C:18](=[O:28])[CH2:19][CH:20]2[c:21]1[cH:22][c:23]([Cl:27])[cH:24][cH:25][cH:26]1)[CH3:5].[CH3:39][OH:40].[Na+:38].[OH-:37]>>[NH:6]1[C:7](=[O:36])[C:8]2([c:9]3[cH:10][cH:11][c:12]([Cl:15])[cH:13][c:14]31)[CH:16]([c:29]1[c:30]([Cl:35])[cH:31][cH:32][cH:33][cH:34]1)[NH:17][C:18](=[O:28])[CH2:19][CH:20]2[c:21]1[cH:22][c:23]([Cl:27])[cH:24][cH:25][cH:26]1. Starting materials: ClC=1C(=NC=CC1)N1CC2=C(N=CN=C2NC2=CC=C3C(CN(C3=C2)C(C)=O)(C)C)CC1 (1-{6-[6-(3-chloro-pyridin-2-yl)-5,6,7,8-tetrahydro-pyrido[4,3-d]pyrimidin-4-ylamino]-3,3-dimethyl-2,3-dihydro-indol-1-yl}-ethanone), Cl (HCl). Solvent: CCO (EtOH). Reaction conditions: temperature 55 celsius, time 10 hour. Yields the product Cl.ClC=1C(=NC=CC1)N1CC2=C(N=CN=C2NC2=CC=C3C(CNC3=C2)(C)C)CC1 ([6-(3-Chloro-pyridin-2-yl)-5,6,7,8-tetrahydro-pyrido[4,3-d]pyrimidin-4-yl]-(3,3-dimethyl-2,3-dihydro-1H-indol-6-yl)-amine HCl salt). The yield is 236.3%. As a reaction SMILES: [Cl:1][C:2]1[C:3]([N:8]2[CH2:32][CH2:31][C:11]3[N:12]=[CH:13][N:14]=[C:15]([NH:16][C:17]4[CH:25]=[C:24]5[C:20]([C:21]([CH3:30])([CH3:29])[CH2:22][N:23]5C(=O)C)=[CH:19][CH:18]=4)[C:10]=3[CH2:9]2)=[N:4][CH:5]=[CH:6][CH:7]=1.Cl>CCO>[ClH:1].[Cl:1][C:2]1[C:3]([N:8]2[CH2:32][CH2:31][C:11]3[N:12]=[CH:13][N:14]=[C:15]([NH:16][C:17]4[CH:25]=[C:24]5[C:20]([C:21]([CH3:29])([CH3:30])[CH2:22][NH:23]5)=[CH:19][CH:18]=4)[C:10]=3[CH2:9]2)=[N:4][CH:5]=[CH:6][CH:7]=1 |f:3.4|. Procedure: A mixture of 1-{6-[6-(3-chloro-pyridin-2-yl)-5,6,7,8-tetrahydro-pyrido[4,3-d]pyrimidin-4-ylamino]-3,3-dimethyl-2,3-dihydro-indol-1-yl}-ethanone (30 mg), EtOH (5 mL), and 5N aqueous HCl (1 mL) was stirred at 55° C. for 10 h. The mixture was concentrated in vacue to give the HCl salt as a light yellow solid (35 mg). Starting materials: C(CN)N (ethylenediamine), [OH-].[Na+] (sodium hydroxide), CN1N=CC(=C1)C=1C=C2C(=NC1)N(C=C2C=2C=C(C=NC2)N[C@@H](C(C)C)C(=O)NCC(F)(F)F)COCC[Si](C)(C)C (N2-{5-[5-(1-methyl-1H-pyrazol-4-yl)-1-{[2-(trimethylsilyl)ethoxy]methyl}-1H-pyrrolo[2,3-b]pyridin-3-yl]pyridin-3-yl}-N-(2,2,2-trifluoroethyl)valinamide), C(=O)(C(F)(F)F)O (TFA), resultant mixture. Solvent: CS(=O)C (dimethylsulfoxide), C(Cl)Cl (DCM). Run at time 18 hour. Product: CN1N=CC(=C1)C=1C=C2C(=NC1)NC=C2C=2C=C(C=NC2)N[C@@H](C(C)C)C(=O)NCC(F)(F)F (N2-{5-[5-(1-methyl-1H-pyrazol-4-yl)-1H-pyrrolo[2,3-b]pyridin-3-yl]pyridin-3-yl}-N-(2,2,2-trifluoroethyl)valinamide). As a reaction SMILES: [CH3:1][N:2]1[CH:6]=[C:5]([C:7]2[CH:8]=[C:9]3[C:15]([C:16]4[CH:17]=[C:18]([NH:22][C@H:23]([C:27]([NH:29][CH2:30][C:31]([F:34])([F:33])[F:32])=[O:28])[CH:24]([CH3:26])[CH3:25])[CH:19]=[N:20][CH:21]=4)=[CH:14][N:13](COCC[Si](C)(C)C)[C:10]3=[N:11][CH:12]=2)[CH:4]=[N:3]1.C(O)(C(F)(F)F)=O.C(N)CN.[OH-].[Na+]>C(Cl)Cl.CS(C)=O>[CH3:1][N:2]1[CH:6]=[C:5]([C:7]2[CH:8]=[C:9]3[C:15]([C:16]4[CH:17]=[C:18]([NH:22][C@H:23]([C:27]([NH:29][CH2:30][C:31]([F:32])([F:33])[F:34])=[O:28])[CH:24]([CH3:26])[CH3:25])[CH:19]=[N:20][CH:21]=4)=[CH:14][NH:13][C:10]3=[N:11][CH:12]=2)[CH:4]=[N:3]1 |f:3.4|. Reported procedure: To a solution N2-{5-[5-(1-methyl-1H-pyrazol-4-yl)-1-{[2-(trimethylsilyl)ethoxy]methyl}-1H-pyrrolo[2,3-b]pyridin-3-yl]pyridin-3-yl}-N-(2,2,2-trifluoroethyl)valinamide 8-1a (190 mg, 0.316 mmol) from step 1 in DCM (2 mL) was added TFA (2.4 mL, 31.6 mmol) and the resultant mixture was stirred for 2 h. The mixture was concentrated in vacuo, resuspended in MeOH (1 mL) and to this was added ethylenediamine (0.043 mL, 0.632 mmol) and sodium hydroxide (10 M aq) (0.221 mL, 2.21 mmol). After 18 h, the reac... Reactants: O(C1=CC=CC=C1)C=1C=CC=2C[C@@H]3[C@@H]4CCCC[C@@]4(C2C1)CCN3C(=O)C3CC3 ((-)-3-phenoxy-N-cyclopropylcarbonylmorphinan), [H-].[Al+3].[Li+].[H-].[H-].[H-] (lithium aluminum hydride), O (water). The solvent is O1CCCC1 (tetrahydrofuran), O1CCCC1 (tetrahydrofuran). Product: O(C1=CC=CC=C1)C=1C=CC=2C[C@@H]3[C@@H]4CCCC[C@@]4(C2C1)CCN3CC3CC3 ((-)-3-Phenoxy-N-cyclopropylmethylmorphinan). The yield is 63.3%. Reaction SMILES: [H-].[Al+3].[Li+].[H-].[H-].[H-].[O:7]([C:14]1[CH:15]=[CH:16][C:17]2[CH2:18][C@H:19]3[N:30]([C:31]([CH:33]4[CH2:35][CH2:34]4)=O)[CH2:29][CH2:28][C@@:25]4([C:26]=2[CH:27]=1)[C@H:20]3[CH2:21][CH2:22][CH2:23][CH2:24]4)[C:8]1[CH:13]=[CH:12][CH:11]=[CH:10][CH:9]=1.O>O1CCCC1>[O:7]([C:14]1[CH:15]=[CH:16][C:17]2[CH2:18][C@H:19]3[N:30]([CH2:31][CH:33]4[CH2:35][CH2:34]4)[CH2:29][CH2:28][C@@:25]4([C:26]=2[CH:27]=1)[C@H:20]3[CH2:21][CH2:22][CH2:23][CH2:24]4)[C:8]1[CH:13]=[CH:12][CH:11]=[CH:10][CH:9]=1 |f:0.1.2.3.4.5|. Procedure: To a suspension of 0.4 g of lithium aluminum hydride in 20 ml of anhydrous tetrahydrofuran was added dropwise, 4.6 g (0.011 mol) of (-)-3-phenoxy-N-cyclopropylcarbonylmorphinan in 30 ml of anhydrous tetrahydrofuran over a period of 15 minutes. After the mixture had been refluxed under nitrogen for 16 hours, it was cooled to room temperature and water was added dropwise. The resulting suspension was filtered and the filtrate was concentrated. The residue was partitioned between ether and 4 N hydr...